Dataset: the Open Reaction Database (ORD), a public repository of structured organic reaction records. Task: describe an organic reaction: reactants, conditions, products, and yield Reactants: CC1=C2C(CC3(CCC3)OC2=C(C(=C1O)C)C)O (5,7,8-trimethyl-3,4-dihydrospiro[chromene-2,1′-cyclobutane]-4,6-diol), CC(C)S (2-propanethiol), O.C([O-])(O)=O.[Na+] (sodium bicarbonate water). The reagents and catalysts are O.Cl (HCl water). Solvent: C(C)(=O)OCC (Ethyl acetate). Conditions: time 7 hour. Yields the product C(C)(C)SC1CC2(CCC2)OC2=C(C(=C(C(=C12)C)O)C)C (4-(isopropylthio)-5,7,8-trimethyl-3,4-dihydrospiro[chromene-2,1′-cyclobutan]-6-ol). As a reaction SMILES: [CH3:1][C:2]1[C:14]([OH:15])=[C:13]([CH3:16])[C:12]([CH3:17])=[C:11]2[C:3]=1[CH:4](O)[CH2:5][C:6]1([O:10]2)[CH2:9][CH2:8][CH2:7]1.[CH3:19][CH:20]([SH:22])[CH3:21].O.C(=O)(O)[O-].[Na+]>O.Cl.C(OCC)(=O)C>[CH:20]([S:22][CH:4]1[C:3]2[C:11](=[C:12]([CH3:17])[C:13]([CH3:16])=[C:14]([OH:15])[C:2]=2[CH3:1])[O:10][C:6]2([CH2:9][CH2:8][CH2:7]2)[CH2:5]1)([CH3:21])[CH3:19] |f:2.3.4,5.6|. Reported procedure: To a solution of 5,7,8-trimethyl-3,4-dihydrospiro[chromene-2,1′-cyclobutane]-4,6-diol (290 mg) in acetonitrle (2 mL) was added 2-propanethiol (0.5 mL) and concentrated HCl water solution (5 drops). The solution was stirred at room temperature for 7 hours. The solution was neutralized using sodium bicarbonate water solution to pH about 7. Ethyl acetate was added, washed with water and brine. Evaporation and chromatography (silica gel, hexane-ethyl acetate 0 to 4%) gave 140 mg of 4-(isopropylthio)... Yields the product BrC1=CC=C(C=C1)NC(C1=CC(=C(C=C1)SC1=CC=C(C=C1)O)NC=1C2=C(N=CN1)N=CC=C2)=O (N-(4-Bromo-phenyl)-4-(4-hydroxy-phenylsulfanyl)-3-(pyrido[2,3-d]pyrimidin-4-ylamino)-benzamide). Reported procedure: The product of Example 28A was reacted with the product of Example 29A using the procedure of Example 22C substituting the product of Example 28A for the product of Example 22B and substituting the product of Example 29A for the product of Example 8E to provide the crude title compound which was purified by column chromatography on silica gel using methanol/dichloromethane as eluent to provide the title product (11 mg, 24%). 1H NMR (300 MHz, DMSO-D6) δ ppm: 6.85 (d, J=8.82 Hz, 2 H) 6.88-7.01 (br... Starting materials: NC=1C=C(C(=O)NC2=CC=C(C=C2)Br)C=CC1SC1=CC=C(C=C1)O (3-Amino-N-(4-bromo-phenyl)-4-(4-hydroxy-phenylsulfanyl)-benzamide), NC=1C=C(C(=O)NC2=CC=C(C=C2)Br)C=CC1SC1=CC=C(C=C1)O (3-Amino-N-(4-bromo-phenyl)-4-(4-hydroxy-phenylsulfanyl)-benzamide), C(#N)C=1C(=NC=CC1)N=CN(C)C (N′-(3-cyano-pyridin-2-yl)-N,N-dimethyl-formamidine), C(#N)C=1C(=NC=CC1)N=CN(C)C (N′-(3-cyano-pyridin-2-yl)-N,N-dimethyl-formamidine), NC=1C=C(C(=O)NC2=CC=C(C=C2)Br)C=CC1SC1=CC=C(C=C1)O (3-Amino-N-(4-bromo-phenyl)-4-(4-hydroxy-phenylsulfanyl)-benzamide), product. Isolated yield 24.0%. As a reaction SMILES: [NH2:1][C:2]1[CH:3]=[C:4]([CH:15]=[CH:16][C:17]=1[S:18][C:19]1[CH:24]=[CH:23][C:22]([OH:25])=[CH:21][CH:20]=1)[C:5]([NH:7][C:8]1[CH:13]=[CH:12][C:11]([Br:14])=[CH:10][CH:9]=1)=[O:6].C([C:28]1[C:29]([N:34]=[CH:35][N:36]([CH3:38])C)=[N:30][CH:31]=[CH:32][CH:33]=1)#N>>[Br:14][C:11]1[CH:12]=[CH:13][C:8]([NH:7][C:5](=[O:6])[C:4]2[CH:15]=[CH:16][C:17]([S:18][C:19]3[CH:24]=[CH:23][C:22]([OH:25])=[CH:21][CH:20]=3)=[C:2]([NH:1][C:38]3[C:28]4[CH:33]=[CH:32][CH:31]=[N:30][C:29]=4[N:34]=[CH:35][N:36]=3)[CH:3]=2)=[CH:9][CH:10]=1.